Dataset: the Open Reaction Database (ORD), a public repository of structured organic reaction records. Task: describe an organic reaction: reactants, conditions, products, and yield Starting materials: Cc1cncc2cccc(S(=O)(=O)N3CCCNCC3)c12, CC(=O)OC(C)=O, c1ccncc1. The product is CC(=O)N1CCCN(S(=O)(=O)c2cccc3cncc(C)c23)CC1. RXN SMILES: [CH3:1][c:2]1[cH:3][n:4][cH:5][c:6]2[cH:7][cH:8][cH:9][c:10]([S:12](=[O:13])(=[O:14])[N:15]3[CH2:16][CH2:17][NH:18][CH2:19][CH2:20][CH2:21]3)[c:11]12.[CH3:22][C:23](=[O:24])[O:25][C:26](=[O:27])[CH3:28].[cH:29]1[cH:30][cH:31][n:32][cH:33][cH:34]1>>[CH3:1][c:2]1[cH:3][n:4][cH:5][c:6]2[cH:7][cH:8][cH:9][c:10]([S:12](=[O:13])(=[O:14])[N:15]3[CH2:16][CH2:17][N:18]([C:23]([CH3:22])=[O:24])[CH2:19][CH2:20][CH2:21]3)[c:11]12. Starting materials: [Cl-].[NH4+] (ammonium chloride), COC(C1=CC(=C(C=C1)[N+](=O)[O-])F)OC (4-dimethoxymethyl-2-fluoro-1-nitro-benzene), NC=1SC(=C(N1)C1=CC(=CC=C1)Cl)C(=O)N (2-amino-4-(3-chloro-phenyl)-thiazole-5-carboxylic acid amide), C([O-])([O-])=O.[Cs+].[Cs+] (cesium carbonate). Run in CN(C=O)C (dimethylformamide). Reaction conditions: time 3 hour. Product: ClC=1C=C(C=CC1)C=1N=C(SC1C(=O)N)NC1=C(C=CC(=C1)C(OC)OC)[N+](=O)[O-] (4-(3-chloro-phenyl)-2-(5-dimethoxymethyl-2-nitro-phenylamino)-thiazole-5-carboxylic acid amide). Yield: 83.3%. RXN SMILES: [CH3:1][O:2][CH:3]([O:14][CH3:15])[C:4]1[CH:9]=[CH:8][C:7]([N+:10]([O-:12])=[O:11])=[C:6](F)[CH:5]=1.[NH2:16][C:17]1[S:18][C:19]([C:29]([NH2:31])=[O:30])=[C:20]([C:22]2[CH:27]=[CH:26][CH:25]=[C:24]([Cl:28])[CH:23]=2)[N:21]=1.C(=O)([O-])[O-].[Cs+].[Cs+].[Cl-].[NH4+]>CN(C)C=O>[Cl:28][C:24]1[CH:23]=[C:22]([C:20]2[N:21]=[C:17]([NH:16][C:6]3[CH:5]=[C:4]([CH:3]([O:14][CH3:15])[O:2][CH3:1])[CH:9]=[CH:8][C:7]=3[N+:10]([O-:12])=[O:11])[S:18][C:19]=2[C:29]([NH2:31])=[O:30])[CH:27]=[CH:26][CH:25]=1 |f:2.3.4,5.6|. Reported procedure: A mixture of 2.56 g (11.9 mmole) of 4-dimethoxymethyl-2-fluoro-1-nitro-benzene (IV.2a), 3.00 g (11.85 mmole) of 2-amino-4-(3-chloro-phenyl)-thiazole-5-carboxylic acid amide (V.2), 11.6 g (35.7 mmole) of cesium carbonate and 40 mL of dimethylformamide was stirred at 60 degrees for 3 hours. The mixture was cooled, poured into dilute ammonium chloride solution, and the precipitated yellow solid was collected by filtration, washed with water, and air-dried to give 4.43 g of 4-(3-chloro-phenyl)-2-(5-... Starting materials: CC(C)(C)OC(=O)C(CSCc1ccc(-c2ccc(-c3cccc4c3oc3ccccc34)cc2)cc1)C(=O)O, CC(=O)O, CCOC(C)=O. The product is CC(C)(C)OC(=O)C(CS(=O)Cc1ccc(-c2ccc(-c3cccc4c3oc3ccccc34)cc2)cc1)C(=O)O. As a reaction SMILES: [C:1]([CH3:2])([CH3:3])([CH3:4])[O:5][C:6](=[O:7])[CH:8]([C:9](=[O:10])[OH:11])[CH2:12][S:13][CH2:14][c:15]1[cH:16][cH:17][c:18](-[c:21]2[cH:22][cH:23][c:24](-[c:27]3[cH:28][cH:29][cH:30][c:31]4[c:32]3[o:33][c:34]3[c:35]4[cH:36][cH:37][cH:38][cH:39]3)[cH:25][cH:26]2)[cH:19][cH:20]1.[CH3:40][C:41]([OH:42])=[O:43].[CH3:44][CH2:45][O:46][C:47](=[O:48])[CH3:49]>>[C:1]([CH3:2])([CH3:3])([CH3:4])[O:5][C:6](=[O:7])[CH:8]([C:9](=[O:10])[OH:11])[CH2:12][S:13]([CH2:14][c:15]1[cH:16][cH:17][c:18](-[c:21]2[cH:22][cH:23][c:24](-[c:27]3[cH:28][cH:29][cH:30][c:31]4[c:32]3[o:33][c:34]3[c:35]4[cH:36][cH:37][cH:38][cH:39]3)[cH:25][cH:26]2)[cH:19][cH:20]1)=[O:42]. The reactants are C1=CC=CC=2C3=CC=CC=C3C(=CC12)B(O)O (9-phenanthreneboronic acid), C(=O)([O-])[O-].[K+].[K+] (K2CO3), N1=CC(=CC=C1)C=1C=C(C=CC1)B(O)O (3-(3-pyridyl)phenylboronic acid), C(=O)([O-])[O-].[K+].[K+] (K2CO3), BrC=1C=C(C=C(C1)Br)C1=NC(=NC(=N1)C1=CC=CC=C1)C1=CC=CC=C1 (2-(3,5-dibromophenyl)-4,6-diphenyl-1,3,5-triazine), resultant suspension. Reagents/catalysts: C=1C=CC(=CC1)[P](C=2C=CC=CC2)(C=3C=CC=CC3)[Pd]([P](C=4C=CC=CC4)(C=5C=CC=CC5)C=6C=CC=CC6)([P](C=7C=CC=CC7)(C=8C=CC=CC8)C=9C=CC=CC9)[P](C=1C=CC=CC1)(C=1C=CC=CC1)C=1C=CC=CC1 (tetrakis(triphenylphosphine)palladium). Solvent: C(C)O (ethanol), C1(=CC=CC=C1)C (toluene). Reaction conditions: time 8 hour. Yields the product C1(=CC=CC=C1)C1=NC(=NC(=N1)C1=CC=CC=C1)C=1C=C(C=C(C1)C=1C2=CC=CC=C2C=2C=CC=CC2C1)C1=CC(=CC=C1)C=1C=NC=CC1 (4,6-diphenyl-2-[5-(9-phenanthryl)-3′-(3-pyridyl)biphenyl-3-yl]-1,3,5-triazine). Isolated yield 42.0%. RXN SMILES: [CH:1]1[C:14]2[CH:13]=[C:12](B(O)O)[C:11]3[C:6](=[CH:7][CH:8]=[CH:9][CH:10]=3)[C:5]=2[CH:4]=[CH:3][CH:2]=1.Br[C:19]1[CH:20]=[C:21]([C:26]2[N:31]=[C:30]([C:32]3[CH:37]=[CH:36][CH:35]=[CH:34][CH:33]=3)[N:29]=[C:28]([C:38]3[CH:43]=[CH:42][CH:41]=[CH:40][CH:39]=3)[N:27]=2)[CH:22]=[C:23](Br)[CH:24]=1.C([O-])([O-])=O.[K+].[K+].[N:50]1[CH:55]=[CH:54][CH:53]=[C:52]([C:56]2[CH:57]=[C:58](B(O)O)[CH:59]=[CH:60][CH:61]=2)[CH:51]=1>C1C=CC([P]([Pd]([P](C2C=CC=CC=2)(C2C=CC=CC=2)C2C=CC=CC=2)([P](C2C=CC=CC=2)(C2C=CC=CC=2)C2C=CC=CC=2)[P](C2C=CC=CC=2)(C2C=CC=CC=2)C2C=CC=CC=2)(C2C=CC=CC=2)C2C=CC=CC=2)=CC=1.C(O)C.C1(C)C=CC=CC=1>[C:32]1([C:30]2[N:29]=[C:28]([C:38]3[CH:39]=[CH:40][CH:41]=[CH:42][CH:43]=3)[N:27]=[C:26]([C:21]3[CH:20]=[C:19]([C:58]4[CH:59]=[CH:60][CH:61]=[C:56]([C:52]5[CH:51]=[N:50][CH:55]=[CH:54][CH:53]=5)[CH:57]=4)[CH:24]=[C:23]([C:13]4[C:14]5[C:5]([C:6]6[CH:7]=[CH:8][CH:9]=[CH:10][C:11]=6[CH:12]=4)=[CH:4][CH:3]=[CH:2][CH:1]=5)[CH:22]=3)[N:31]=2)[CH:37]=[CH:36][CH:35]=[CH:34][CH:33]=1 |f:2.3.4,^1:68,70,89,108|. Procedure: In a stream of argon, 0.71 g (3.21 mmol) of 9-phenanthreneboronic acid, 1.50 g (3.21 mmol) of 2-(3,5-dibromophenyl)-4,6-diphenyl-1,3,5-triazine and 37.0 mg (0.0321 mmol) of tetrakis(triphenylphosphine)palladium were suspended in a mixed solvent composed of 120 mL of toluene and 15 mL of ethanol, and the resultant suspension was heated to 60° C. To the suspension, 9.63 mL (9.63 mmol) of an aqueous 1M K2CO3 solution was gradually added dropwise, and the mixture was stirred for 8 hours. Then the mi... Starting materials: C1(=CC=CC=C1)C(=NNC1=CC=C(C=C1)C)C1=CC=CC=C1 (1-(diphenylmethylene)-2-p-tolylhydrazine), FC=1C=C(CCBr)C=CC1 (3-fluorophenethylbromide). Product: C1(=CC=CC=C1)C(=NN(C1=CC=C(C=C1)C)CCC1=CC(=CC=C1)F)C1=CC=CC=C1 (2-(diphenylmethylene)-1-(3-fluorophenethyl)-1-p-tolylhydrazine). As a reaction SMILES: [C:1]1([C:7]([C:17]2[CH:22]=[CH:21][CH:20]=[CH:19][CH:18]=2)=[N:8][NH:9][C:10]2[CH:15]=[CH:14][C:13]([CH3:16])=[CH:12][CH:11]=2)[CH:6]=[CH:5][CH:4]=[CH:3][CH:2]=1.[F:23][C:24]1[CH:25]=[C:26]([CH:30]=[CH:31][CH:32]=1)[CH2:27][CH2:28]Br>>[C:17]1([C:7]([C:1]2[CH:2]=[CH:3][CH:4]=[CH:5][CH:6]=2)=[N:8][N:9]([CH2:28][CH2:27][C:26]2[CH:30]=[CH:31][CH:32]=[C:24]([F:23])[CH:25]=2)[C:10]2[CH:11]=[CH:12][C:13]([CH3:16])=[CH:14][CH:15]=2)[CH:22]=[CH:21][CH:20]=[CH:19][CH:18]=1. Procedure: General procedure B was used to convert 1-(diphenylmethylene)-2-p-tolylhydrazine (200 mg, 0.69 mmol; Example 36A) and 3-fluorophenethylbromide (1.38 g, 6.7 mmol; Aldrich) to the title compound: MS (DCI/NH3) m/z 409 (M+H)+. The reactants are [H-].[H-].[H-].[H-].[Li+].[Al+3] (LiAlH4), C1(=CC=CC=C1)C1=C(C=CC=C1)CC#N (2-phenylphenylacetonitrile). The solvent is C(C)OCC (diethyl ether), C(C)OCC (diethyl ether). Conditions: time 2 hour. Yields the product C1(=CC=CC=C1)C1=C(CCN)C=CC=C1 (2-Phenylphenethylamine). RXN SMILES: [C:1]1([C:7]2[CH:12]=[CH:11][CH:10]=[CH:9][C:8]=2[CH2:13][C:14]#[N:15])[CH:6]=[CH:5][CH:4]=[CH:3][CH:2]=1.[H-].[H-].[H-].[H-].[Li+].[Al+3]>C(OCC)C>[C:1]1([C:7]2[CH:12]=[CH:11][CH:10]=[CH:9][C:8]=2[CH2:13][CH2:14][NH2:15])[CH:2]=[CH:3][CH:4]=[CH:5][CH:6]=1 |f:1.2.3.4.5.6|. Procedure: Combine 2-phenylphenylacetonitrile (4.69 g, 24.26 mmol) and diethyl ether (10 ml) and add dropwise to a cooled (−10°) solution of LiAlH4 (2.76 g, 72.81 mmol) in diethyl ether (100 ml). Warm to ambient temperature. After 2 hours, quench with saturated sodium sulfate (100 ml/mol). Filter to remove the precipitate, dry (Na2SO4) the filtrate, filter, and concentrate to residue. Chromatograph the residue on silica gel eluting with dichloromethane/2N NH3(methanol) (95/5) to give the title compound as ...